This data is from the Open Reaction Database (ORD), a public repository of structured organic reaction records. The task is: describe an organic reaction: reactants, conditions, products, and yield Reactants: [BH3-]C#N, CC(C=O)NC(=O)OCc1ccccc1, CCCC(N)C(=O)OC, CO, CC(=O)O, CCN(C(C)C)C(C)C, Cl, [Na+]. Product: CCCC(NCC(C)NC(=O)OCc1ccccc1)C(=O)OC. Reaction SMILES: [C:35]([BH3-:36])#[N:37].[CH2:1]([c:2]1[cH:3][cH:4][cH:5][cH:6][cH:7]1)[O:8][C:9]([NH:10][CH:11]([CH:12]=[O:13])[CH3:14])=[O:15].[CH3:17][O:18][C:19]([CH:20]([NH2:21])[CH2:22][CH2:23][CH3:24])=[O:25].[CH3:39][OH:40].[CH3:41][C:42](=[O:43])[OH:44].[CH:26]([N:27]([CH:28]([CH3:29])[CH3:30])[CH2:31][CH3:32])([CH3:33])[CH3:34].[ClH:16].[Na+:38]>>[CH2:1]([c:2]1[cH:3][cH:4][cH:5][cH:6][cH:7]1)[O:8][C:9]([NH:10][CH:11]([CH2:12][NH:21][CH:20]([C:19]([O:18][CH3:17])=[O:25])[CH2:22][CH2:23][CH3:24])[CH3:14])=[O:15]. The reactants are [BH4-], CO, [Na+], [Na+], [OH-], C#CCCCCC#CC(C=O)=Cc1ccccc1. The product is C#CCCCCC#CC(=Cc1ccccc1)CO. RXN SMILES: [BH4-:19].[CH3:21][OH:22].[Na+:20].[Na+:24].[OH-:23].[c:1]1([CH:7]=[C:8]([CH:9]=[O:10])[C:11]#[C:12][CH2:13][CH2:14][CH2:15][CH2:16][C:17]#[CH:18])[cH:2][cH:3][cH:4][cH:5][cH:6]1>>[c:1]1([CH:7]=[C:8]([CH2:9][OH:10])[C:11]#[C:12][CH2:13][CH2:14][CH2:15][CH2:16][C:17]#[CH:18])[cH:2][cH:3][cH:4][cH:5][cH:6]1. The reactants are CC(=O)[O-], CCO, O=C(c1cc(Cl)ccc1NS(=O)(=O)C(F)(F)F)C1CCCCC1, Cl, NOc1ccc(F)cc1, [Na+]. Yields the product O=S(=O)(Nc1ccc(Cl)cc1C(=NOc1ccc(F)cc1)C1CCCCC1)C(F)(F)F. As a reaction SMILES: [C:34]([O-:35])(=[O:36])[CH3:37].[CH3:39][CH2:40][OH:41].[Cl:1][c:2]1[cH:3][c:4]([C:16](=[O:17])[CH:18]2[CH2:19][CH2:20][CH2:21][CH2:22][CH2:23]2)[c:5]([NH:8][S:9](=[O:10])(=[O:11])[C:12]([F:13])([F:14])[F:15])[cH:6][cH:7]1.[ClH:24].[F:25][c:26]1[cH:27][cH:28][c:29]([O:32][NH2:33])[cH:30][cH:31]1.[Na+:38]>>[Cl:1][c:2]1[cH:3][c:4]([C:16]([CH:18]2[CH2:19][CH2:20][CH2:21][CH2:22][CH2:23]2)=[N:33][O:32][c:29]2[cH:28][cH:27][c:26]([F:25])[cH:31][cH:30]2)[c:5]([NH:8][S:9](=[O:10])(=[O:11])[C:12]([F:13])([F:14])[F:15])[cH:6][cH:7]1. The reactants are C(C)N(CC)S(F)(F)F (diethylaminosulphur trifluoride), C(CCCCCCCC)C1=C(C=CC=C1)\C=C\CCCCO ((2-nonylphenyl)-1-trans-hexen-6-ol), O (water). Solvent: ClCCl (dichloromethane), ClCCl (dichloromethane). Run at time 14 hour. The product is FCCCC/C=C/C1=C(C=CC=C1)CCCCCCCCC (6-fluoro-1-(2-nonylphenyl)-1-trans-hexene). RXN SMILES: [CH2:1]([C:10]1[CH:15]=[CH:14][CH:13]=[CH:12][C:11]=1/[CH:16]=[CH:17]/[CH2:18][CH2:19][CH2:20][CH2:21]O)[CH2:2][CH2:3][CH2:4][CH2:5][CH2:6][CH2:7][CH2:8][CH3:9].C(N(S(F)(F)[F:29])CC)C.O>ClCCl>[F:29][CH2:21][CH2:20][CH2:19][CH2:18]/[CH:17]=[CH:16]/[C:11]1[CH:12]=[CH:13][CH:14]=[CH:15][C:10]=1[CH2:1][CH2:2][CH2:3][CH2:4][CH2:5][CH2:6][CH2:7][CH2:8][CH3:9]. Reported procedure: A solution of 8.17 g of -(2-nonylphenyl)-1-trans-hexen-6-ol in 20 ml of dichloromethane is added dropwise over a period of 20 minutes to a mixture, cooled with an ice-bath and stirred under an argon atmosphere, of 4.68 g of diethylaminosulphur trifluoride in 20 ml of dichloromethane. After further stirring at room temperature for 14 hours, water is added, and the organic layer is separated off and washed with saturated sodium bicarbonate solution and water. The crude product remaining after the ...